This data is from the Open Reaction Database (ORD), a public repository of structured organic reaction records. The task is: describe an organic reaction: reactants, conditions, products, and yield The reactants are CC(C)(C)N=C=S, CCO, CCOC(C)=O, NC(CO)c1ccccc1. Yields the product CC(C)(C)NC(=S)NC(CO)c1ccccc1. Reaction SMILES: [C:11]([CH3:12])([CH3:13])([CH3:14])[N:15]=[C:16]=[S:17].[CH3:18][CH2:19][OH:20].[CH3:21][CH2:22][O:23][C:24](=[O:25])[CH3:26].[NH2:1][CH:2]([CH2:3][OH:4])[c:5]1[cH:6][cH:7][cH:8][cH:9][cH:10]1>>[NH:1]([CH:2]([CH2:3][OH:4])[c:5]1[cH:6][cH:7][cH:8][cH:9][cH:10]1)[C:16]([NH:15][C:11]([CH3:12])([CH3:13])[CH3:14])=[S:17]. Reactants: P(=O)([O-])([O-])[O-] (phosphate), [Na+].[Cl-] (NaCl), N1=C(C=CC=C1)CCOCCCCCCO (6-[2-(2-pyridinyl)ethoxy]hexanol), [Cr](=O)(=O)([O-])O[Cr](=O)(=O)[O-].[NH+]1=CC=CC=C1.[NH+]1=CC=CC=C1 (pyridinium dichromate). The solvent is ClCCl (dichloromethane), CN(C)C=O (DMF), O (water). Product: N1=C(C=CC=C1)CCOCCCCCC(=O)O (6-[2-(2-Pyridinyl)ethoxy]hexanoic acid). The yield is 51.8%. As a reaction SMILES: [N:1]1[CH:6]=[CH:5][CH:4]=[CH:3][C:2]=1[CH2:7][CH2:8][O:9][CH2:10][CH2:11][CH2:12][CH2:13][CH2:14][CH2:15][OH:16].[Cr](O[Cr]([O-])(=O)=O)([O-])(=O)=[O:18].[NH+]1C=CC=CC=1.[NH+]1C=CC=CC=1.P([O-])([O-])([O-])=O.[Na+].[Cl-]>CN(C=O)C.O.ClCCl>[N:1]1[CH:6]=[CH:5][CH:4]=[CH:3][C:2]=1[CH2:7][CH2:8][O:9][CH2:10][CH2:11][CH2:12][CH2:13][CH2:14][C:15]([OH:18])=[O:16] |f:1.2.3,5.6|. Procedure: A solution of 6-[2-(2-pyridinyl)ethoxy]hexanol (1.0 g) and pyridinium dichromate (5.90 g) in DMF (12 ml) was stirred at room temperature for 24 h. The solution was diluted with water (100 ml) and extracted with ether (2×100 ml). The combined organic extracts were washed with water (100 ml), dried and evaporated in vacuo to give a colourless oil. The original aqueous washes were combined and re-extracted with dichloromethane (2×150 ml), washed with water (100 ml), dried and evaporated in vacuo to... Starting materials: N#Cc1cccc(OCc2ccccc2)c1, CCOCC, ClCc1ccccc1, Cl, I, [Mg]. Yields the product O=C(Cc1ccccc1)c1cccc(OCc2ccccc2)c1. RXN SMILES: [CH2:11]([c:12]1[cH:13][cH:14][cH:15][cH:16][cH:17]1)[O:18][c:19]1[cH:20][c:21]([C:22]#[N:23])[cH:24][cH:25][cH:26]1.[CH3:28][CH2:29][O:30][CH2:31][CH3:32].[Cl:3][CH2:4][c:5]1[cH:6][cH:7][cH:8][cH:9][cH:10]1.[ClH:27].[I:2].[Mg:1]>>[CH2:4]([c:5]1[cH:6][cH:7][cH:8][cH:9][cH:10]1)[C:22]([c:21]1[cH:20][c:19]([O:18][CH2:11][c:12]2[cH:13][cH:14][cH:15][cH:16][cH:17]2)[cH:26][cH:25][cH:24]1)=[O:30]. The reactants are C1OC=2C=C(C=CC2O1)CCN (3,4-methylenedioxyphenylethylamine), C(C=C)(=O)OCC (ethyl acrylate). Yields the product C(C)OC(=O)CCN(CCC(=O)OCC)CCC1=CC2=C(C=C1)OCO2 (N,N-bis (β-ethoxycarbonylethyl)-3,4-methylenedioxyphenylethylamine). Yield: 43.8%. Reaction SMILES: [CH2:1]1[O:9][C:8]2[CH:7]=[CH:6][C:5]([CH2:10][CH2:11][NH2:12])=[CH:4][C:3]=2[O:2]1.[C:13]([O:17][CH2:18][CH3:19])(=[O:16])[CH:14]=[CH2:15]>>[CH2:18]([O:17][C:13]([CH2:14][CH2:15][N:12]([CH2:11][CH2:10][C:5]1[CH:6]=[CH:7][C:8]2[O:9][CH2:1][O:2][C:3]=2[CH:4]=1)[CH2:15][CH2:14][C:13]([O:17][CH2:18][CH3:19])=[O:16])=[O:16])[CH3:19]. Procedure details: A mixture of 16.5 g of 3,4-methylenedioxyphenylethylamine and 40.5 g of ethyl acrylate is refluxed for 24 hours over an oil bath. After cooling, the mixture is concentrated under reduced pressure to distill away excess ethyl acrylate. 16 g of N,N-bis (β-ethoxycarbonylethyl)-3,4-methylenedioxyphenylethylamine is obtained as the residue.